Dataset: the Open Reaction Database (ORD), a public repository of structured organic reaction records. Task: describe an organic reaction: reactants, conditions, products, and yield Starting materials: [Br-], C1CCOC1, CC(C)(C)[O-], Cc1ccc(S(=O)(=O)n2ccc3c(NC4CCCCC4)c(C=O)cnc32)cc1, [K+], c1ccc([P+](CC2OCCO2)(c2ccccc2)c2ccccc2)cc1, O. Product: Cc1ccc(S(=O)(=O)n2ccc3c(NC4CCCCC4)c(C=CC4OCCO4)cnc32)cc1. RXN SMILES: [Br-:1].[CH2:62]1[O:63][CH2:64][CH2:65][CH2:66]1.[CH3:27][C:28]([CH3:29])([O-:30])[CH3:31].[CH:33]1([NH:39][c:40]2[c:41]3[c:42]([n:43][cH:44][c:45]2[CH:46]=[O:47])[n:48]([S:51](=[O:52])(=[O:53])[c:54]2[cH:55][cH:56][c:57]([CH3:58])[cH:59][cH:60]2)[cH:49][cH:50]3)[CH2:34][CH2:35][CH2:36][CH2:37][CH2:38]1.[K+:32].[O:2]1[CH:3]([CH2:7][P+:8]([c:9]2[cH:10][cH:11][cH:12][cH:13][cH:14]2)([c:15]2[cH:16][cH:17][cH:18][cH:19][cH:20]2)[c:21]2[cH:22][cH:23][cH:24][cH:25][cH:26]2)[O:4][CH2:5][CH2:6]1.[OH2:61]>>[O:2]1[CH:3]([CH:7]=[CH:27][c:45]2[c:40]([NH:39][CH:33]3[CH2:34][CH2:35][CH2:36][CH2:37][CH2:38]3)[c:41]3[c:42]([n:43][cH:44]2)[n:48]([S:51](=[O:52])(=[O:53])[c:54]2[cH:55][cH:56][c:57]([CH3:58])[cH:59][cH:60]2)[cH:49][cH:50]3)[O:4][CH2:5][CH2:6]1. Starting materials: CC(C)(C)[Si](C)(C)OCCCNc1nc(Cl)ncc1F, CI, [H-], [Na+], CN(C)C=O. Product: CN(CCCO[Si](C)(C)C(C)(C)C)c1nc(Cl)ncc1F. As a reaction SMILES: [C:3]([CH3:4])([CH3:5])([CH3:6])[Si:7]([O:8][CH2:9][CH2:10][CH2:11][NH:12][c:13]1[n:14][c:15]([Cl:20])[n:16][cH:17][c:18]1[F:19])([CH3:21])[CH3:22].[CH3:23][I:24].[H-:1].[Na+:2].[O:25]=[CH:26][N:27]([CH3:28])[CH3:29]>>[C:3]([CH3:4])([CH3:5])([CH3:6])[Si:7]([O:8][CH2:9][CH2:10][CH2:11][N:12]([c:13]1[n:14][c:15]([Cl:20])[n:16][cH:17][c:18]1[F:19])[CH3:23])([CH3:21])[CH3:22]. RXN SMILES: [CH2:28]([Al+:29][CH2:30][CH:31]([CH3:32])[CH3:33])[CH:34]([CH3:35])[CH3:36].[CH3:1][c:2]1[n:3]([S:18](=[O:19])(=[O:20])[c:21]2[cH:22][n:23][cH:24][cH:25][cH:26]2)[c:4](-[c:12]2[cH:13][cH:14][cH:15][cH:16][cH:17]2)[cH:5][c:6]1[C:7](=[O:8])[O:9][CH2:10][CH3:11].[CH3:38][CH2:39][O:40][C:41](=[O:42])[CH3:43].[CH3:49][c:50]1[cH:51][cH:52][cH:53][cH:54][cH:55]1.[H-:27].[O:44]1[CH2:45][CH2:46][CH2:47][CH2:48]1.[OH2:37]>>[CH3:1][c:2]1[n:3]([S:18](=[O:19])(=[O:20])[c:21]2[cH:22][n:23][cH:24][cH:25][cH:26]2)[c:4](-[c:12]2[cH:13][cH:14][cH:15][cH:16][cH:17]2)[cH:5][c:6]1[CH:7]=[O:8]. The product is Cc1c(C=O)cc(-c2ccccc2)n1S(=O)(=O)c1cccnc1. Reactants: CC(C)C[Al+]CC(C)C, CCOC(=O)c1cc(-c2ccccc2)n(S(=O)(=O)c2cccnc2)c1C, CCOC(C)=O, Cc1ccccc1, [H-], C1CCOC1, O.